Task: describe an organic reaction: reactants, conditions, products, and yield. Dataset: the Open Reaction Database (ORD), a public repository of structured organic reaction records Starting materials: CS(=O)(=O)C1=CC=C(C=C1)[C@@H](CC(=O)N1C(N([C@H]([C@H]1C1=CC=CC=C1)C)C)=O)C1=CC=CC=C1 ((4S,5R)-1-[(S)-3-(4-methanesulfonyl-phenyl)-3-phenyl-propionyl]-3,4-dimethyl-5-phenyl-imidazolidin-2-one), [H-].[Al+3].[Li+].[H-].[H-].[H-] (lithium aluminium hydride). Run in C1CCOC1 (THF). Conditions: time 15 minute. The product is C1(=CC=CC=C1)[C@H](CCO)C1=CC=C(C=C1)S(=O)(=O)C ((S)-3-phenyl-3-(4-methanesulfonylphenyl)propan-1-ol). As a reaction SMILES: [CH3:1][S:2]([C:5]1[CH:10]=[CH:9][C:8]([C@H:11]([C:29]2[CH:34]=[CH:33][CH:32]=[CH:31][CH:30]=2)[CH2:12][C:13](N2[C@H](C3C=CC=CC=3)[C@H](C)N(C)C2=O)=[O:14])=[CH:7][CH:6]=1)(=[O:4])=[O:3].[H-].[Al+3].[Li+].[H-].[H-].[H-]>C1COCC1>[C:29]1([C@@H:11]([C:8]2[CH:7]=[CH:6][C:5]([S:2]([CH3:1])(=[O:4])=[O:3])=[CH:10][CH:9]=2)[CH2:12][CH2:13][OH:14])[CH:30]=[CH:31][CH:32]=[CH:33][CH:34]=1 |f:1.2.3.4.5.6|. Reported procedure: To a solution of (4S,5R)-1-[(S)-3-(4-methanesulfonyl-phenyl)-3-phenyl-propionyl]-3,4-dimethyl-5-phenyl-imidazolidin-2-one (846 mg, 1.78 mmol) in THF (20 mL) at 0° C. was added lithium aluminium hydride (3.6 mL, 1M in THF, 3.6 mmol) and the resulting mixture was stirred for 15 min. The reaction was quenched by the addition of 2M aqueous sodium hydroxide. The phases were separated and the organic phase pre-absorbed onto a Bond Elut and eluted with a gradient of isohexane to ethyl acetate giving th...